From a dataset of the Open Reaction Database (ORD), a public repository of structured organic reaction records. describe an organic reaction: reactants, conditions, products, and yield Starting materials: benzotfiazol-1-yloxytris(dimethylamino)phosphonium hexafiuorophosphate, carboxylic acid, C1(=CC=CC=C1)C (toluene), N[C@@H](CC(C)C)C(=O)NC1=CC=CC=C1 (L-leucine anilide), CN1CCOCC1 (N-methylmorpholine). Solvent: CCOC(=O)C (EtOAc), CN(C)C=O (DMF). Run at time 10 minute. Product: CN(C1=CC=NC=C1)C (4-(Dimethylamino)pyridine). Yield: 83.0%. As a reaction SMILES: [C:1]1(C)[CH:6]=[CH:5]C=[CH:3][CH:2]=1.[CH3:8][N:9]1[CH2:14]COCC1.[NH2:15][C@H](C(NC1C=CC=CC=1)=O)CC(C)C>CN(C=O)C.CCOC(C)=O>[CH3:8][N:9]([CH3:14])[C:1]1[CH:6]=[CH:5][N:15]=[CH:3][CH:2]=1. Procedure: The crude carboxylic acid (45 mg, 0.11 mmol) was dried by evaporation of a toluene solution and then dissolved in DMF (0.40 mL). Molecular sieves (4 Å, 0.16 g) and N-methylmorpholine (0.027 mL, 25 mg, 0.25 mmol) were added. After 10 min., benzotfiazol-1-yloxytris(dimethylamino)phosphonium hexafiuorophosphate (60 mg, 0.14 mmol) was added and the solution was stirred for 40 min. before the addition of L-leucine anilide (28 mg, 0.14 mmol). After 1.5 h at room temperature, the solution was diluted w... The reactants are O=C(Cl)c1ccccc1, COc1cccc2sc(N)nc12, c1ccncc1. The product is COc1cccc2sc(NC(=O)c3ccccc3)nc12. RXN SMILES: [C:13]([c:14]1[cH:15][cH:16][cH:17][cH:18][cH:19]1)(=[O:20])[Cl:21].[NH2:1][c:2]1[s:3][c:4]2[c:5]([n:6]1)[c:7]([O:11][CH3:12])[cH:8][cH:9][cH:10]2.[cH:22]1[cH:23][cH:24][n:25][cH:26][cH:27]1>>[NH:1]([c:2]1[s:3][c:4]2[c:5]([n:6]1)[c:7]([O:11][CH3:12])[cH:8][cH:9][cH:10]2)[C:13]([c:14]1[cH:15][cH:16][cH:17][cH:18][cH:19]1)=[O:20]. Starting materials: C(C)[SiH](CC)CC (triethyl silane), B(F)(F)F.CCOCC (boron trifluoride diethyl etherate), C(#N)[BH3-].[Na+] (sodium cyanoborohydride), C(C)(=O)C1=C(C2=C(CCN(CC2)C(C(F)(F)F)=O)C=C1)O (7-acetyl-6-hydroxy-3-(2,2,2-trifluoroacetyl)-2,3,4,5-tetrahydro-1H-benzo[d]azepine). As a reaction SMILES: [C:1]([C:4]1[CH:20]=[CH:19][C:7]2[CH2:8][CH2:9][N:10]([C:13](=[O:18])[C:14]([F:17])([F:16])[F:15])[CH2:11][CH2:12][C:6]=2[C:5]=1[OH:21])(=O)[CH3:2].B(F)(F)F.CCOCC.C([BH3-])#N.[Na+].C([SiH](CC)CC)C>C1COCC1>[CH2:1]([C:4]1[CH:20]=[CH:19][C:7]2[CH2:8][CH2:9][N:10]([C:13](=[O:18])[C:14]([F:17])([F:15])[F:16])[CH2:11][CH2:12][C:6]=2[C:5]=1[OH:21])[CH3:2] |f:1.2,3.4|. Conditions: temperature 0 celsius, time 5 hour. Solvent: C1CCOC1 (THF). Product: C(C)C1=C(C2=C(CCN(CC2)C(C(F)(F)F)=O)C=C1)O (7-Ethyl-6-hydroxy-3-(2,2,2-trifluoroacetyl)-2,3,4,5-tetrahydro-1H-benzo[d]azepine). Procedure details: Under nitrogen dissolve 7-acetyl-6-hydroxy-3-(2,2,2-trifluoroacetyl)-2,3,4,5-tetrahydro-1H-benzo[d]azepine (1.0 g, 3.32 mmol) in anhydrous THF (100 mL). Cool the solution to 0° C., add boron trifluoride diethyl etherate (3.4 mL, 26.6 mmol) and sodium cyanoborohydride (836 mg, 13.3 mmol). Remove the ice bath and stir for 5 h at ambient temperature. Dilute with EtOAc and wash with 0.1N aqueous HCl. Separate the organic layer, dry over Na2SO4, filter and concentrate in vacuo. MS (ES−) m/z: 302 (M−H... Yield: 73.2%.